From a dataset of the Open Reaction Database (ORD), a public repository of structured organic reaction records. describe an organic reaction: reactants, conditions, products, and yield The reactants are C([O-])([O-])=O.[K+].[K+] (potassium carbonate), ClC1=NC=C(C=C1)CCl (2-chloro-5-chloromethylpyridine), NC1=NC=CC=C1 (2-aminopyridine), FC(C(=O)O)(F)F (trifluoroacetic acid), P(=O)(Cl)(Cl)Cl (phosphorus oxychloride). The solvent is CN(C=O)C (dimethylformamide), C1(=CC=CC=C1)C (toluene), O (water). Conditions: temperature 5 celsius, time 6.5 hour. The product is ClC1=CC=C(C=N1)CN1C(C=CC=C1)=NC(C(F)(F)F)=O (N-[1-((6-Chloropyridin-3-yl)methyl)pyridin-2(1H)-ylidene]-2,2,2-trifluoroacetamide). Isolated yield 62.5%. RXN SMILES: [NH2:1][C:2]1[CH:7]=[CH:6][CH:5]=[CH:4][N:3]=1.[F:8][C:9]([F:14])([F:13])[C:10](O)=[O:11].P(Cl)(Cl)(Cl)=O.C(=O)([O-])[O-].[K+].[K+].[Cl:26][C:27]1[CH:32]=[CH:31][C:30]([CH2:33]Cl)=[CH:29][N:28]=1>C1(C)C=CC=CC=1.O.CN(C)C=O>[Cl:26][C:27]1[N:28]=[CH:29][C:30]([CH2:33][N:3]2[CH:4]=[CH:5][CH:6]=[CH:7][C:2]2=[N:1][C:10](=[O:11])[C:9]([F:14])([F:13])[F:8])=[CH:31][CH:32]=1 |f:3.4.5|. Procedure details: In 10 ml of toluene, 1.0 g (10.6 mmol) of 2-aminopyridine was dissolved. After the solution was cooled to 5° C., 1.18 ml (15.9 mmol) of trifluoroacetic acid and 0.99 ml (10.6 mmol) of phosphorus oxychloride were added thereto, followed by stirring at room temperature for 6.5 hours. To the reaction liquid, 5.0 ml of dimethylformamide, 5.87 g (42.5 mmol) of potassium carbonate powder, and 1.72 g (10.6 mmol) of 2-chloro-5-chloromethylpyridine were added, and distillation was conducted under reduced... The reactants are C(C1=CC=CC=C1)SC1=C(C(=O)OC)C=CC=C1[N+](=O)[O-] (methyl 2-(benzylthio)-3-nitrobenzoate). The reagents and catalysts are [Ni] (Raney nickel). Solvent: C(C)(=O)OCC (ethyl acetate). The product is NC=1C(=C(C(=O)OC)C=CC1)SCC1=CC=CC=C1 (methyl 3-amino-2-(benzylthio)benzoate). The yield is 100.0%. As a reaction SMILES: [CH2:1]([S:8][C:9]1[C:18]([N+:19]([O-])=O)=[CH:17][CH:16]=[CH:15][C:10]=1[C:11]([O:13][CH3:14])=[O:12])[C:2]1[CH:7]=[CH:6][CH:5]=[CH:4][CH:3]=1>[Ni].C(OCC)(=O)C>[NH2:19][C:18]1[C:9]([S:8][CH2:1][C:2]2[CH:7]=[CH:6][CH:5]=[CH:4][CH:3]=2)=[C:10]([CH:15]=[CH:16][CH:17]=1)[C:11]([O:13][CH3:14])=[O:12]. Reported procedure: Under hydrogen atmosphere, a mixture of methyl 2-(benzylthio)-3-nitrobenzoate (28.5 g, 94.0 mmol) and a catalytic amount of Raney nickel in ethyl acetate (500 mL) was stirred at room temperature for 12 hr, and filtered through celite. The solvent was evaporated under reduced pressure to give the title compound (25.7 g, yield 96%). The reactants are CC(CN(C)C)C(=O)c1ccccc1O, Cl, N#C[K], O. Product: CC(CC#N)C(=O)c1ccccc1O. RXN SMILES: [CH3:2][N:3]([CH2:4][CH:5]([C:6](=[O:7])[c:8]1[c:9]([OH:14])[cH:10][cH:11][cH:12][cH:13]1)[CH3:15])[CH3:16].[ClH:1].[K:17][C:18]#[N:19].[OH2:20]>>[CH2:4]([CH:5]([C:6](=[O:7])[c:8]1[c:9]([OH:14])[cH:10][cH:11][cH:12][cH:13]1)[CH3:15])[C:18]#[N:19]. The reactants are COC1=CC=C(C=N1)N1N=C(C=C1C1=CC=CC=C1)C(=O)N1CCN(CC1)C (1-[1-(6-methoxy-3-pyridyl)-5-phenylpyrazole-3-carbonyl]-4-methylpiperazine), COC1=CC=C(C=C1)P1(SP(S1)(C1=CC=C(C=C1)OC)=S)=S (2,4-bis(4-methoxyphenyl)-1,3,2,4-dithiadiphosphetane-2,4-disulfide). The solvent is C1(=CC=CC=C1)C (toluene). Yields the product COC1=CC=C(C=N1)N1N=C(C=C1C1=CC=CC=C1)C(=S)N1CCN(CC1)C (1-[1-(6-Methoxy-3-pyridyl)-5-phenylpyrazole-3-thiocarbonyl]-4-methylpiperazine), product. Isolated yield 33.0%. Reaction SMILES: [CH3:1][O:2][C:3]1[N:8]=[CH:7][C:6]([N:9]2[C:13]([C:14]3[CH:19]=[CH:18][CH:17]=[CH:16][CH:15]=3)=[CH:12][C:11]([C:20]([N:22]3[CH2:27][CH2:26][N:25]([CH3:28])[CH2:24][CH2:23]3)=O)=[N:10]2)=[CH:5][CH:4]=1.COC1C=CC(P2(=S)SP(=S)(C3C=CC(OC)=CC=3)[S:38]2)=CC=1>C1(C)C=CC=CC=1>[CH3:1][O:2][C:3]1[N:8]=[CH:7][C:6]([N:9]2[C:13]([C:14]3[CH:19]=[CH:18][CH:17]=[CH:16][CH:15]=3)=[CH:12][C:11]([C:20]([N:22]3[CH2:27][CH2:26][N:25]([CH3:28])[CH2:24][CH2:23]3)=[S:38])=[N:10]2)=[CH:5][CH:4]=1. Procedure details: To a solution of 1-[1-(6-methoxy-3-pyridyl)-5-phenylpyrazole-3-carbonyl]-4-methylpiperazine (173 mg) obtained in Example 62 in toluene (10 mL), 2,4-bis(4-methoxyphenyl)-1,3,2,4-dithiadiphosphetane-2,4-disulfide (Lawson reagent, 222 mg) was added. The mixture was refluxed for 14 hours under heat. The reaction mixture was partitioned between water and ethyl acetate. The organic layer was washed with saturated aqueous sodium hydrogencarbonate, water, and saturated brine, followed by drying over sod...